Dataset: the Open Reaction Database (ORD), a public repository of structured organic reaction records. Task: describe an organic reaction: reactants, conditions, products, and yield Reactants: C(C=C)N(CCCCCCOC=1C=CC(=C(C1)O)C(C=C)(O)C1=CC=C(C=C1)Br)C ((RS)-5-[6-(allyl-methyl-amino)-hexyloxy]-2-[1-(4-bromo-phenyl)-1-hydroxy-allyl]-phenol), O (water). Run in CC=1C=CC=CC1C (o-xylene). Product: C(C=C)N(C)CCCCCCOC1=CC=C2C(=CCOC2=C1)C1=CC=C(C=C1)Br (allyl-[6-[4-(4-bromo-phenyl)-2H-chromen-7-yloxy]-hexyl]-methyl-amine). The yield is 72.0%. RXN SMILES: [CH2:1]([N:4]([CH3:30])[CH2:5][CH2:6][CH2:7][CH2:8][CH2:9][CH2:10][O:11][C:12]1[CH:13]=[CH:14][C:15]([C:19]([C:23]2[CH:28]=[CH:27][C:26]([Br:29])=[CH:25][CH:24]=2)(O)[CH:20]=[CH2:21])=[C:16]([OH:18])[CH:17]=1)[CH:2]=[CH2:3].O>CC1C=CC=CC=1C>[CH2:1]([N:4]([CH2:5][CH2:6][CH2:7][CH2:8][CH2:9][CH2:10][O:11][C:12]1[CH:17]=[C:16]2[C:15]([C:19]([C:23]3[CH:28]=[CH:27][C:26]([Br:29])=[CH:25][CH:24]=3)=[CH:20][CH2:21][O:18]2)=[CH:14][CH:13]=1)[CH3:30])[CH:2]=[CH2:3]. Reported procedure: A solution of 0.26 g of (RS)-5-[6-(allyl-methyl-amino)-hexyloxy]-2-[1-(4-bromo-phenyl)-1-hydroxy-allyl]-phenol in 50 ml of o-xylene is boiled at 170° C. on a water separator for 2 hrs., evaporated and the residue is purified over silica gel with methylene chloride/methanol 95:5. There is obtained 0.18 g of allyl-[6-[4-(4-bromo-phenyl)-2H-chromen-7-yloxy]-hexyl]-methyl-amine, MS: m/e 456 (M+H+, 1 Br). RXN SMILES: [B:35]([Br:36])([Br:37])[Br:38].[CH3:1][O:2][C:3](=[O:4])[c:5]1[n:6]([CH2:28][c:29]2[n:30][cH:31][cH:32][cH:33][cH:34]2)[c:7]2[cH:8][c:9]([O:26][CH3:27])[cH:10][cH:11][c:12]2[c:13]1[C:14]([NH:15][CH2:16][c:17]1[cH:18][c:19]([F:24])[c:20]([F:23])[cH:21][cH:22]1)=[O:25].[Cl:39][CH2:40][Cl:41]>>[O:2]=[C:3]([OH:4])[c:5]1[n:6]([CH2:28][c:29]2[n:30][cH:31][cH:32][cH:33][cH:34]2)[c:7]2[cH:8][c:9]([O:26][CH3:27])[cH:10][cH:11][c:12]2[c:13]1[C:14]([NH:15][CH2:16][c:17]1[cH:18][c:19]([F:24])[c:20]([F:23])[cH:21][cH:22]1)=[O:25]. The product is COc1ccc2c(C(=O)NCc3ccc(F)c(F)c3)c(C(=O)O)n(Cc3ccccn3)c2c1. The reactants are BrB(Br)Br, COC(=O)c1c(C(=O)NCc2ccc(F)c(F)c2)c2ccc(OC)cc2n1Cc1ccccn1, ClCCl. Reactants: E2, ClC1=C(C=C(OC2=C(C#N)C=C(C=C2)CO)C=C1)F (2-(4-chloro-3-fluorophenoxy)-5-(hydroxymethyl)benzonitrile), ClC1=NC(N2C(N(CCC2)C)=C1)=O (8-chloro-1-methyl-3,4-dihydro-1H-pyrimido[1,6-a]pyrimidin-6(2H)-one). The product is ClC1=C(C=C(OC2=C(C#N)C=C(C=C2)COC2=NC(N3C(N(CCC3)C)=C2)=O)C=C1)F (2-(4-chloro-3-fluorophenoxy)-5-(((1-methyl-6-oxo-2,3,4,6-tetrahydro-1H-pyrimido[1,6-a]pyrimidin-8-yl)oxy)methyl)benzonitrile). RXN SMILES: [Cl:1][C:2]1[CH:18]=[CH:17][C:5]([O:6][C:7]2[CH:14]=[CH:13][C:12]([CH2:15][OH:16])=[CH:11][C:8]=2[C:9]#[N:10])=[CH:4][C:3]=1[F:19].Cl[C:21]1[CH:31]=[C:25]2[N:26]([CH3:30])[CH2:27][CH2:28][CH2:29][N:24]2[C:23](=[O:32])[N:22]=1>>[Cl:1][C:2]1[CH:18]=[CH:17][C:5]([O:6][C:7]2[CH:14]=[CH:13][C:12]([CH2:15][O:16][C:21]3[CH:31]=[C:25]4[N:26]([CH3:30])[CH2:27][CH2:28][CH2:29][N:24]4[C:23](=[O:32])[N:22]=3)=[CH:11][C:8]=2[C:9]#[N:10])=[CH:4][C:3]=1[F:19]. Reported procedure: The title compound or its salt was prepared by a procedure similar to that described for E2 starting from 2-(4-chloro-3-fluorophenoxy)-5-(hydroxymethyl)benzonitrile and 8-chloro-1-methyl-3,4-dihydro-1H-pyrimido[1,6-a]pyrimidin-6(2H)-one.